Dataset: the Open Reaction Database (ORD), a public repository of structured organic reaction records. Task: describe an organic reaction: reactants, conditions, products, and yield The reactants are N1=CC(=CC2=CC=CC=C12)C#CCCO (4-(3-Quinolinyl)-3-butyn-1-ol), C(C)(C)N(C(C)C)CC (N,N-diisopropylethylamine), CS(=O)(=O)Cl (methanesulfonyl chloride), C1(=CC=CC=C1)C=1CCNCC1 (4-phenyl-1,2,3,6-tetrahydropyridine), C([O-])(O)=O.[Na+] (sodium bicarbonate). The reagents and catalysts are CN(C1=CC=NC=C1)C (4-dimethylaminopyridine). Run at temperature 0 celsius, time 18 hour. Yields the product C1(=CC=CC=C1)C=1CCN(CC1)CCC#CC=1C=NC2=CC=CC=C2C1 (3-[4-(3,6-Dihydro-4-phenyl-1(2H)-pyridinyl)-1-butynyl]quinoline). RXN SMILES: [N:1]1[C:10]2[C:5](=[CH:6][CH:7]=[CH:8][CH:9]=2)[CH:4]=[C:3]([C:11]#[C:12][CH2:13][CH2:14]O)[CH:2]=1.C(N(CC)C(C)C)(C)C.CS(Cl)(=O)=O.[C:30]1([C:36]2[CH2:37][CH2:38][NH:39][CH2:40][CH:41]=2)[CH:35]=[CH:34][CH:33]=[CH:32][CH:31]=1.C(=O)(O)[O-].[Na+]>CN(C)C1C=CN=CC=1>[C:30]1([C:36]2[CH2:41][CH2:40][N:39]([CH2:14][CH2:13][C:12]#[C:11][C:3]3[CH:2]=[N:1][C:10]4[C:5]([CH:4]=3)=[CH:6][CH:7]=[CH:8][CH:9]=4)[CH2:38][CH:37]=2)[CH:35]=[CH:34][CH:33]=[CH:32][CH:31]=1 |f:4.5|. Procedure: A solution of the alcohol prepared in Step (a) (1.98 g, 0.01 mol), N,N-diisopropylethylamine (3.5 mL, 0.02 mol) and a catalytic amount of 4-dimethylaminopyridine is cooled to 0° C., and methanesulfonyl chloride (0.8 mL, 0.0105 mol) is added dropwise. The solution is stirred at 0° C. for 18 hours, and then concentrated under reduced pressure. The residue is taken up in dimethylformamide (20 mL), and to this solution is added 4-phenyl-1,2,3,6-tetrahydropyridine (2.41 g, 0.015 mol) and sodium bicar... The reactants are O=C([O-])[O-], CC#N, CCOC(=O)c1cc(=O)[nH]n1-c1ncccc1Cl, O=S(=O)(OCC(F)(F)F)C(F)(F)F, [K+], [K+], O. Product: CCOC(=O)c1cc(OCC(F)(F)F)nn1-c1ncccc1Cl. As a reaction SMILES: [C:19](=[O:20])([O-:21])[O-:22].[CH3:39][C:40]#[N:41].[Cl:1][c:2]1[c:3](-[n:8]2[nH:9][c:10](=[O:18])[cH:11][c:12]2[C:13](=[O:14])[O:15][CH2:16][CH3:17])[n:4][cH:5][cH:6][cH:7]1.[F:25][C:26]([F:27])([F:28])[S:29]([O:30][CH2:31][C:32]([F:33])([F:34])[F:35])(=[O:36])=[O:37].[K+:23].[K+:24].[OH2:38]>>[Cl:1][c:2]1[c:3](-[n:8]2[n:9][c:10]([O:18][CH2:31][C:32]([F:33])([F:34])[F:35])[cH:11][c:12]2[C:13](=[O:14])[O:15][CH2:16][CH3:17])[n:4][cH:5][cH:6][cH:7]1. Starting materials: 1,1-carbonyldiimidazole, NC1=C(C(=CC=C1)F)O (2-amino-6-fluorophenol), O1CCCC1 (tetrahydrofuran). Product: FC1=CC=CC=2NC(OC21)=O (7-fluoro-1,3-benzoxazol-2(3H)-one). Reaction SMILES: [NH2:1][C:2]1[CH:7]=[CH:6][CH:5]=[C:4]([F:8])[C:3]=1[OH:9].[O:10]1CCC[CH2:11]1>>[F:8][C:4]1[C:3]2[O:9][C:11](=[O:10])[NH:1][C:2]=2[CH:7]=[CH:6][CH:5]=1. Procedure details: In a three neck flask, fitted with a magnetic stirrer, under inert atmosphere, 1,1-carbonyldiimidazole (15.6 g, 96 mmol) is added to a solution of 2-amino-6-fluorophenol 1 (4 g, 32 mmol) in 100 ml of anhydrous tetrahydrofuran at room temperature. The solution is refluxed for 1 h, cooled down to room temperature and concentrated in vacuo. The crude reaction mixture is purified by chromatography on silicagel (n-hexane/AcOEt:1/1 (v/v)) to afford 7-fluoro-1,3-benzoxazol-2(3H)-one 2. Reactants: O (water), C(C1=CC=CC=C1)OC1=C(C=C(OC2=C3CCCC3=C(C=C2C)[N+](=O)[O-])C=C1)I (4-(4-benzyloxy-3-iodo-phenoxy)-5-methyl-7-nitroindane), C(=C)C1CC(CC1)=O (3-vinylcyclopentanone), C1(=CC=CC=C1)P(C1=CC=CC=C1)C1=CC=CC=C1 (triphenylphosphine). Reagents/catalysts: C(C)(=O)[O-].[Pd+2].C(C)(=O)[O-] (palladium acetate), C([O-])([O-])=O.[Ag+2] (silver carbonate). The solvent is C(C)(=O)OCC (ethyl acetate). The product is C(C1=CC=CC=C1)OC1=C(C=C(C=C1)OC1=C2CCCC2=C(C=C1C)[N+](=O)[O-])C=CC1CC(CC1)=O (3-{2-[2-Benzyloxy-5-(5-methyl-7-nitroindan-4-yloxy)phenyl]vinyl}cyclopentanone). As a reaction SMILES: [CH2:1]([O:8][C:9]1[CH:28]=[CH:27][C:12]([O:13][C:14]2[C:22]([CH3:23])=[CH:21][C:20]([N+:24]([O-:26])=[O:25])=[C:19]3[C:15]=2[CH2:16][CH2:17][CH2:18]3)=[CH:11][C:10]=1I)[C:2]1[CH:7]=[CH:6][CH:5]=[CH:4][CH:3]=1.[CH:30]([CH:32]1[CH2:36][CH2:35][C:34](=[O:37])[CH2:33]1)=[CH2:31].C1(P(C2C=CC=CC=2)C2C=CC=CC=2)C=CC=CC=1.O>C([O-])(=O)C.[Pd+2].C([O-])(=O)C.C(=O)([O-])[O-].[Ag+2].C(OCC)(=O)C>[CH2:1]([O:8][C:9]1[CH:28]=[CH:27][C:12]([O:13][C:14]2[C:22]([CH3:23])=[CH:21][C:20]([N+:24]([O-:26])=[O:25])=[C:19]3[C:15]=2[CH2:16][CH2:17][CH2:18]3)=[CH:11][C:10]=1[CH:31]=[CH:30][CH:32]1[CH2:36][CH2:35][C:34](=[O:37])[CH2:33]1)[C:2]1[CH:7]=[CH:6][CH:5]=[CH:4][CH:3]=1 |f:4.5.6,7.8|. Procedure details: 4-(4-benzyloxy-3-iodo-phenoxy)-5-methyl-7-nitroindane (571 mg), 3-vinylcyclopentanone (197 μL), palladium acetate (II)(13 mg), triphenylphosphine (30 mg), and silver carbonate (189 mg) were stirred at 80° C. for 21 hours. To the reaction mixture were added water and ethyl acetate. The insoluble material was removed by filtration. The filtrate was extracted with ethyl acetate. The organic layer was washed with 1 mol/L hydrochloric acid, brine successively, and dried over anhydrous magnesium sulfa... Reactants: CN(CCS)C (2-dimethylaminoethanethiol), solution, C[O-].[Na+] (sodium methoxide), ClC=1C=CC=2N(N1)C=CN2 (6-chloroimidazo-[1,2-b]pyridazine). Solvent: CO (methanol), CO (methanol). Run at temperature 150 celsius. Product: CN(CCSC=1C=CC=2N(N1)C=CN2)C (6-(2-Dimethylaminoethylthio)imidazo[1,2-b]pyridazine). The yield is 57.6%. As a reaction SMILES: [CH3:1][N:2]([CH3:6])[CH2:3][CH2:4][SH:5].C[O-].[Na+].Cl[C:11]1[CH:12]=[CH:13][C:14]2[N:15]([CH:17]=[CH:18][N:19]=2)[N:16]=1>CO>[CH3:1][N:2]([CH3:6])[CH2:3][CH2:4][S:5][C:11]1[CH:12]=[CH:13][C:14]2[N:15]([CH:17]=[CH:18][N:19]=2)[N:16]=1 |f:1.2|. Reported procedure: To 20 ml of methanol is dissolved 2.8 g of 2-dimethylaminoethanethiol. To this, 20 ml of 2M solution of sodium methoxide in methanol and 3 g of 6-chloroimidazo-[1,2-b]pyridazine are added successively and the mixture is heated in a sealed tube for 4 hours at 150° C. After cooling, the solvent is evaporated and the residue is treated with water. The mixture is then extracted with methylene chloride. The organic layer is separated, washed with saturated aqueous solution of sodium chloride and drie...